Dataset: the Open Reaction Database (ORD), a public repository of structured organic reaction records. Task: describe an organic reaction: reactants, conditions, products, and yield Starting materials: C(C)(=O)NNC(CN1N=C(C(=C1CC)OC1=CC=C(C=C1)C#N)CC)=O (N′-Acetyl-2-[4-(4-cyanophenoxy)-3,5-diethyl-1H-pyrazol-1-yl]acetohydrazide), C(#N)C1=CC=C(OC=2C(=NN(C2CC)CC(=O)O)CC)C=C1 ([4-(4-Cyanophenoxy)-3,5-diethyl-1H-pyrazol-1-yl]acetic acid), C(=O)NN (formic hydrazide). The product is C(#N)C1=CC=C(OC=2C(=NN(C2CC)CC(=O)NNC=O)CC)C=C1 (2-[4-(4-Cyanophenoxy)-3,5-diethyl-1H-pyrazol-1-yl]-N′-formylacetohydrazide). Isolated yield 51.0%. As a reaction SMILES: [C:1]([NH:4][NH:5][C:6](=[O:26])[CH2:7][N:8]1[C:12]([CH2:13][CH3:14])=[C:11]([O:15][C:16]2[CH:21]=[CH:20][C:19]([C:22]#[N:23])=[CH:18][CH:17]=2)[C:10]([CH2:24][CH3:25])=[N:9]1)(=[O:3])C.C(C1C=CC(OC2C(CC)=NN(CC(O)=O)C=2CC)=CC=1)#N.C(NN)=O>>[C:22]([C:19]1[CH:18]=[CH:17][C:16]([O:15][C:11]2[C:10]([CH2:24][CH3:25])=[N:9][N:8]([CH2:7][C:6]([NH:5][NH:4][CH:1]=[O:3])=[O:26])[C:12]=2[CH2:13][CH3:14])=[CH:21][CH:20]=1)#[N:23]. Procedure: The title compound (290 mg, 51%) was prepared by a similar method to that describe for the acetohydrazide of step (b) of Example 140 using the acid of step (a) of Example 140 and formic hydrazide as the starting materials. The reactants are ClC1=NC=NC=C1C#CC1=CC=C(C=C1)Cl (4-chloro-5-(4-Chlorophenylethynyl)pyrimidine), OC1=CC=C(N)C=C1 (4-hydroxyaniline). The solvent is C(C)O (ethanol). Run at time 18 hour. The product is Cl.ClC1=CC=C(C=C1)C#CC=1C(=NC=NC1)NC1=CC=C(C=C1)O (5-(4-chlorophenylethynyl)-4-(4-hydroxyanilino)pyrimidine hydrochloride). The yield is 24.8%. RXN SMILES: [Cl:1][C:2]1[C:7]([C:8]#[C:9][C:10]2[CH:15]=[CH:14][C:13]([Cl:16])=[CH:12][CH:11]=2)=[CH:6][N:5]=[CH:4][N:3]=1.[OH:17][C:18]1[CH:24]=[CH:23][C:21]([NH2:22])=[CH:20][CH:19]=1>C(O)C>[ClH:1].[Cl:16][C:13]1[CH:14]=[CH:15][C:10]([C:9]#[C:8][C:7]2[C:2]([NH:22][C:21]3[CH:23]=[CH:24][C:18]([OH:17])=[CH:19][CH:20]=3)=[N:3][CH:4]=[N:5][CH:6]=2)=[CH:11][CH:12]=1 |f:3.4|. Procedure: A mixture of 0.28 g of 4-chloro-5-(4-Chlorophenylethynyl)pyrimidine, 10 mL of ethanol and 0.14 g of 4-hydroxyaniline was stirred at room temperature for 18 hours. The black mixture was evaporated in vacuo and the residue was triturated with dichloromethane, ethylacetate and acetonitrile. The combined organic extracts were absorbed on silica gel and evaporated in vacuo. The powder was added to a column of silica gel equilibrated in dichloromethane and eluted with the same solvent. The column was ... Reactants: BrC1=C2C=CC=NC2=C(C(=N1)C(=O)NNC(CC1=CC=CC=C1)=O)OC (5-Bromo-8-methoxy-N′-(phenylacetyl)[1,6]naphthyridine-7-carbohydrazide), BrC1=C2C=CC=NC2=C(C(=N1)C(=O)O)OC (5-bromo-8-methoxy[1,6]naphthyridine-7-carboxylic acid), C1(=CC=CC=C1)CC(=O)NN (phenylacetic hydrazide), Cl.CN(CCCN=C=NCC)C (1-[3-(dimethylamino)propyl]-3-ethylcarbodiimide hydrochloride). Reagents/catalysts: O.ON1N=NC2=C1C=CC=C2 (1-hydroxybenzotriazole hydrate). Run in ClCCl (dichloromethane). Reaction conditions: time 3 hour. Yields the product BrC1=C2C=CC=NC2=C(C(=N1)C(=O)N(N)C(CC1=CC=CC=C1)=O)OC (5-bromo-8-methoxy-N-(phenylacetyl)[1,6]naphthyridine-7-carbohydrazide). The yield is 79.0%. Reaction SMILES: [Br:1][C:2]1[N:11]=[C:10]([C:12]([NH:14][NH:15]C(=O)CC2C=CC=CC=2)=[O:13])[C:9]([O:25][CH3:26])=[C:8]2[C:3]=1[CH:4]=[CH:5][CH:6]=[N:7]2.BrC1N=[C:36]([C:38]([OH:40])=O)[C:35](OC)=[C:34]2[C:29]=1[CH:30]=[CH:31][CH:32]=N2.C1(CC(NN)=O)C=CC=CC=1.Cl.CN(C)CCCN=C=NCC>ClCCl.O.ON1C2C=CC=CC=2N=N1>[Br:1][C:2]1[N:11]=[C:10]([C:12]([N:14]([C:38](=[O:40])[CH2:36][C:35]2[CH:34]=[CH:29][CH:30]=[CH:31][CH:32]=2)[NH2:15])=[O:13])[C:9]([O:25][CH3:26])=[C:8]2[C:3]=1[CH:4]=[CH:5][CH:6]=[N:7]2 |f:3.4,6.7|. Procedure details: 5-Bromo-8-methoxy-N′-(phenylacetyl)[1,6]naphthyridine-7-carbohydrazide. To a solution of 5-bromo-8-methoxy[1,6]naphthyridine-7-carboxylic acid (284 mg, 1.00 mmol) in dichloromethane (25 mL) was added phenylacetic hydrazide (137 mg, 1.00 mmol), 1-hydroxybenzotriazole hydrate (4 mg, 0.0301 mmol), and 1-[3-(dimethylamino)propyl]-3-ethylcarbodiimide hydrochloride (212 mg, 1.10 mmol). The reaction mixture was stirred at room temperature for 3 hours, during which time a large amount of white solids fo... Reactants: N(C(=O)C)C1=CC=C2C(=NN=C(C2=C1)Cl)CC1=CC=NC=C1 (7-acetamino-1-chloro-4-(4-pyridylmethyl)-phthalazine), NC1=CC=CC=C1 (aniline). Yields the product Cl.N(C(=O)C)C1=CC=C2C(=NN=C(C2=C1)NC1=CC=CC=C1)CC1=CC=NC=C1 (7-Acetamino-1-anilino-4-(4-pyridylmethyl)phthalazine hydrochloride). The solvent is C(CCC)O (1-butanol). Reported procedure: By analogy with Example 25, 250 mg (0.80 mmol) 7-acetamino-1-chloro-4-(4-pyridylmethyl)-phthalazine is reacted in 3.2 ml 1-butanol with 0.22 ml (2.4 mmol) aniline to obtain title compound: m.p.: 162-166° C.; HPLC: tRet(Grad5-40)=9.75; FAB MS (M+H)+=370. RXN SMILES: [NH:1]([C:5]1[CH:14]=[C:13]2[C:8]([C:9]([CH2:16][C:17]3[CH:22]=[CH:21][N:20]=[CH:19][CH:18]=3)=[N:10][N:11]=[C:12]2[Cl:15])=[CH:7][CH:6]=1)[C:2]([CH3:4])=[O:3].[NH2:23][C:24]1[CH:29]=[CH:28][CH:27]=[CH:26][CH:25]=1>C(O)CCC>[ClH:15].[NH:1]([C:5]1[CH:14]=[C:13]2[C:8]([C:9]([CH2:16][C:17]3[CH:22]=[CH:21][N:20]=[CH:19][CH:18]=3)=[N:10][N:11]=[C:12]2[NH:23][C:24]2[CH:29]=[CH:28][CH:27]=[CH:26][CH:25]=2)=[CH:7][CH:6]=1)[C:2]([CH3:4])=[O:3] |f:3.4|. Reactants: C(C)NCC (diethylamine), C(CCC)[Li] (n-butyllithium), O1CCCC1 (tetrahydrofuran), C(CCC)[Sn](CCCC)(CCCC)Cl (Tributyltin chloride), 1,1-dimethoxy-2-chloro-acetaldehyde. Run at temperature 23 celsius, time 10 minute. The product is C(CCC)[Sn](C#COC)(CCCC)CCCC (Tributyl(2-methoxyethynyl)stannane). The yield is 78.0%. RXN SMILES: C(NCC)C.C([Li])CCC.[CH2:11]([Sn:15](Cl)([CH2:20][CH2:21][CH2:22][CH3:23])[CH2:16][CH2:17][CH2:18][CH3:19])[CH2:12][CH2:13][CH3:14].[O:25]1[CH2:29]C[CH2:27][CH2:26]1>>[CH2:11]([Sn:15]([CH2:20][CH2:21][CH2:22][CH3:23])([CH2:16][CH2:17][CH2:18][CH3:19])[C:27]#[C:26][O:25][CH3:29])[CH2:12][CH2:13][CH3:14]. Reported procedure: To a solution of freshly distilled diethylamine (9.6 mL, 92 mmol, 3.9 equiv) in tetrahydrofuran (300 mL) at 0° C. was added n-butyllithium (2.5 M in hexanes, 32 mL, 80 mmol, 3.4 equiv). After stirring for 10 min, 1,1-dimethoxy-2-chloro-acetaldehyde (4.0 mL, 26 mmol, 1.1 equiv) was added dropwise to the reaction mixture. The reaction was stirred for 2 hours at 0° C. Tributyltin chloride (6.2 mL, 24 mmol, 1.0 equiv) was then added to the reaction mixture. The reaction was warmed to 23° C. over 1 h... Reactants: C(C)(C)(C)OC(=O)N1CCN(CCC1)C1=NC2=C(N1CCOCCOC)C=CC=C2 (4-{1-[2-(2-methoxy-ethoxy)-ethyl]-1H-benzoimidazol-2-yl}-[1,4]diazepane-1-carboxylic acid tert-butyl ester), I (hydroiodic acid). Product: I.I.N1(CCNCCC1)C1=NC2=C(N1CCOCCOC)C=CC=C2 (2-[1,4]diazepan-1-yl-1-[2-(2-methoxy-ethoxy)-ethyl]-1H-benzoimidazole dihydroiodide). As a reaction SMILES: C(OC([N:8]1[CH2:14][CH2:13][CH2:12][N:11]([C:15]2[N:19]([CH2:20][CH2:21][O:22][CH2:23][CH2:24][O:25][CH3:26])[C:18]3[CH:27]=[CH:28][CH:29]=[CH:30][C:17]=3[N:16]=2)[CH2:10][CH2:9]1)=O)(C)(C)C.[IH:31]>>[IH:31].[IH:31].[N:11]1([C:15]2[N:19]([CH2:20][CH2:21][O:22][CH2:23][CH2:24][O:25][CH3:26])[C:18]3[CH:27]=[CH:28][CH:29]=[CH:30][C:17]=3[N:16]=2)[CH2:12][CH2:13][CH2:14][NH:8][CH2:9][CH2:10]1 |f:2.3.4|. Procedure: Hydrolyze 4-{1-[2-(2-methoxy-ethoxy)-ethyl]-1H-benzoimidazol-2-yl}-[1,4]diazepane-1-carboxylic acid tert-butyl ester (0.73 g, 1.73 mmol) with hydroiodic acid (57%, 5 mL) for 1 hour as described in Example 113 to provide 2-[1,4]diazepan-1-yl-1-[2-(2-methoxy-ethoxy)-ethyl]-1H-benzoimidazole dihydroiodide (0.73 g).